From a dataset of the Open Reaction Database (ORD), a public repository of structured organic reaction records. describe an organic reaction: reactants, conditions, products, and yield Reactants: CCN1C(=O)Cc2cc(C(=O)c3ccc(Cl)cc3)ccc21, CCN1C(=O)Cc2cc(C(=O)c3ccc(F)cc3)ccc21, CCN1C(=O)Cc2cc(C(=O)c3ccc(C)cc3)ccc21, CCN1C(=O)Cc2cc(C(=O)c3ccc(C#N)cc3)ccc21. The product is CCN1C(=O)Cc2cc(C(=O)c3ccccc3)ccc21. RXN SMILES: [CH2:1]([CH3:2])[N:3]1[C:4](=[O:21])[CH2:5][c:6]2[cH:7][c:8]([C:12]([c:13]3[cH:14][cH:15][c:16]([Cl:19])[cH:17][cH:18]3)=[O:20])[cH:9][cH:10][c:11]21.[CH2:22]([N:23]1[c:24]2[c:25]([cH:26][c:27]([C:28](=[O:29])[c:30]3[cH:31][cH:32][c:33]([F:34])[cH:35][cH:36]3)[cH:37][cH:38]2)[CH2:39][C:40]1=[O:41])[CH3:42].[CH2:43]([N:44]1[c:45]2[c:46]([cH:47][c:48]([C:49](=[O:50])[c:51]3[cH:52][cH:53][c:54]([CH3:55])[cH:56][cH:57]3)[cH:58][cH:59]2)[CH2:60][C:61]1=[O:62])[CH3:63].[CH2:64]([N:65]1[c:66]2[c:67]([cH:68][c:69]([C:70](=[O:71])[c:72]3[cH:73][cH:74][c:75]([C:76]#[N:77])[cH:78][cH:79]3)[cH:80][cH:81]2)[CH2:82][C:83]1=[O:84])[CH3:85]>>[CH2:1]([CH3:2])[N:3]1[C:4](=[O:21])[CH2:5][c:6]2[cH:7][c:8]([C:12]([c:13]3[cH:14][cH:15][cH:16][cH:17][cH:18]3)=[O:20])[cH:9][cH:10][c:11]21. The reactants are C(CCCCCCCCCCCCCCCCC)OCC(C)(O)OCCCCCCCCCCCCCCCCCC (1,2-dioctadecyloxy-2-propanol), S(=O)(Br)Br (thionylbromide), resultant mixture, [Na].C([O-])(O)=O (sodium bicarbonate). The solvent is CN(C=O)C (dimethylformamide). Run at temperature 100 celsius. The product is BrCC(COCCCCCCCCCCCCCCCCCC)OCCCCCCCCCCCCCCCCCC (1-bromo-2,3-dioctadecyloxypropane). As a reaction SMILES: [CH2:1]([O:19][CH2:20][C:21]([O:24][CH2:25][CH2:26][CH2:27][CH2:28][CH2:29][CH2:30][CH2:31][CH2:32][CH2:33][CH2:34][CH2:35][CH2:36][CH2:37][CH2:38][CH2:39][CH2:40][CH2:41][CH3:42])(O)[CH3:22])[CH2:2][CH2:3][CH2:4][CH2:5][CH2:6][CH2:7][CH2:8][CH2:9][CH2:10][CH2:11][CH2:12][CH2:13][CH2:14][CH2:15][CH2:16][CH2:17][CH3:18].S(Br)([Br:45])=O.[Na].C(=O)(O)[O-]>CN(C)C=O>[Br:45][CH2:22][CH:21]([O:24][CH2:25][CH2:26][CH2:27][CH2:28][CH2:29][CH2:30][CH2:31][CH2:32][CH2:33][CH2:34][CH2:35][CH2:36][CH2:37][CH2:38][CH2:39][CH2:40][CH2:41][CH3:42])[CH2:20][O:19][CH2:1][CH2:2][CH2:3][CH2:4][CH2:5][CH2:6][CH2:7][CH2:8][CH2:9][CH2:10][CH2:11][CH2:12][CH2:13][CH2:14][CH2:15][CH2:16][CH2:17][CH3:18] |f:2.3,^1:46|. Procedure: To a solution of 15 g of 1,2-dioctadecyloxy-2-propanol in 450 ml of dimethylformamide 21 g of thionylbromide were added dropwise while stirring and cooling, after which the reaction mixture was heated at 100° C for 5 hours. After cooling down, the resultant mixture was slowly poured into 400 ml of 5% sodium-bicarbonate solution. The aqueous solution was extracted with 4 × 150 ml of diethylether, after which the ether extract was consecutively washed with water, 5% sodium bicarbonate solution and... Solvent: C(C)O (ethanol). Reagents/catalysts: [C].[Pd] (palladium-carbon). As a reaction SMILES: [CH:1]([NH:3][C:4](=[C:9]1[CH2:12][C:11]([C:18]([O:20][CH2:21][CH3:22])=[O:19])([C:13]([O:15][CH2:16][CH3:17])=[O:14])[CH2:10]1)[C:5]([O:7][CH3:8])=[O:6])=[O:2]>C(O)C.[C].[Pd]>[CH3:8][O:7][C:5](=[O:6])[CH:4]([CH:9]1[CH2:10][C:11]([C:13]([O:15][CH2:16][CH3:17])=[O:14])([C:18]([O:20][CH2:21][CH3:22])=[O:19])[CH2:12]1)[NH:3][CH:1]=[O:2] |f:2.3|. The reactants are C(=O)NC(C(=O)OC)=C1CC(C1)(C(=O)OCC)C(=O)OCC (methyl N-formyl-α-(3,3-diethoxycarbonylcyclobutylidene)glycinate). Procedure details: A solution of methyl N-formyl-α-(3,3-diethoxycarbonylcyclobutylidene)glycinate (0.46 g, 1.47 mmol) in ethanol (40 ml) was hydrogenated over 10% palladium-carbon (100 mg) at 65 psi for 24 hours. The reaction mixture was filtered through a pad of celite and evaporated to give a yellow oil. Yields the product COC(C(NC=O)C1CC(C1)(C(=O)OCC)C(=O)OCC)=O (Methyl-N-formyl-α-(3,3-diethoxycarbonylcyclo butyl)glycinate). Starting materials: [H-].[Na+] (NaH), OCCN1CCCC1 (N-(2-hydroxyethyl)pyrrolidine), BrC1=NC=C(C=C1)Br (2,5-dibromopyridine). Run in CCOC(=O)C (EtOAc), CN(C)C=O (DMF). Run at time 45 minute. Yields the product BrC=1C=CC(=NC1)OCCN1CCCC1 (5-bromo-2-(2-pyrrolidin-1-yl-ethoxy)-pyridine). Reaction SMILES: [H-].[Na+].[OH:3][CH2:4][CH2:5][N:6]1[CH2:10][CH2:9][CH2:8][CH2:7]1.Br[C:12]1[CH:17]=[CH:16][C:15]([Br:18])=[CH:14][N:13]=1>CN(C=O)C.CCOC(C)=O>[Br:18][C:15]1[CH:16]=[CH:17][C:12]([O:3][CH2:4][CH2:5][N:6]2[CH2:10][CH2:9][CH2:8][CH2:7]2)=[N:13][CH:14]=1 |f:0.1|. Procedure: 280 mg (7.00 mmol, 60%) NaH are added to a solution of 0.76 mL (6.14 mmol) N-(2-hydroxyethyl)pyrrolidine in 20 mL DMF at RT. The reaction solution is stirred for 45 min at RT and then 1.35 g (5.53 mmol) 2,5-dibromopyridine are added. The solution is stirred for 16 h at 70° C. and the solvent is eliminated i.vac. The residue is taken up in 100 mL EtOAc and 50 mL water and the organic phase is extracted with 40 mL saturated NaCl solution. The organic phase is dried over Na2SO4 and the solvent is e...